Dataset: the Open Reaction Database (ORD), a public repository of structured organic reaction records. Task: describe an organic reaction: reactants, conditions, products, and yield The reactants are C[Si](C)(C)[N-][Si](C)(C)C, Cc1nc(=O)c2sc(N3CCOCC3)nc2[nH]1, Clc1cccc(CBr)c1Cl, [Li+], C1CCOC1. Product: Cc1nc(=O)c2sc(N3CCOCC3)nc2n1Cc1cccc(Cl)c1Cl. Reaction SMILES: [CH3:18][Si:19]([N-:20][Si:21]([CH3:22])([CH3:23])[CH3:24])([CH3:25])[CH3:26].[CH3:1][c:2]1[n:3][c:4](=[O:17])[c:5]2[c:6]([nH:7]1)[n:8][c:9]([N:11]1[CH2:12][CH2:13][O:14][CH2:15][CH2:16]1)[s:10]2.[Cl:28][c:29]1[c:30]([CH2:31][Br:32])[cH:33][cH:34][cH:35][c:36]1[Cl:37].[Li+:27].[O:38]1[CH2:39][CH2:40][CH2:41][CH2:42]1>>[CH3:1][c:2]1[n:3][c:4](=[O:17])[c:5]2[c:6]([n:7]1[CH2:31][c:30]1[c:29]([Cl:28])[c:36]([Cl:37])[cH:35][cH:34][cH:33]1)[n:8][c:9]([N:11]1[CH2:12][CH2:13][O:14][CH2:15][CH2:16]1)[s:10]2. The reactants are O=C([O-])O, COc1cc2nccc(Oc3ccc(N)cc3)c2cc1OC, CNc1ccccc1, Cc1ccccc1, O=C(OC(Cl)(Cl)Cl)OC(Cl)(Cl)Cl, [Na+]. Yields the product COc1cc2nccc(Oc3ccc(NC(=O)N(C)c4ccccc4)cc3)c2cc1OC. As a reaction SMILES: [C:43](=[O:44])([O-:45])[OH:46].[CH3:1][O:2][c:3]1[cH:4][c:5]2[c:6]([O:15][c:16]3[cH:17][cH:18][c:19]([NH2:22])[cH:20][cH:21]3)[cH:7][cH:8][n:9][c:10]2[cH:11][c:12]1[O:13][CH3:14].[CH3:35][NH:36][c:37]1[cH:38][cH:39][cH:40][cH:41][cH:42]1.[CH3:48][c:49]1[cH:50][cH:51][cH:52][cH:53][cH:54]1.[Cl:23][C:24]([Cl:25])([O:26][C:27]([O:28][C:29]([Cl:30])([Cl:31])[Cl:32])=[O:33])[Cl:34].[Na+:47]>>[CH3:1][O:2][c:3]1[cH:4][c:5]2[c:6]([O:15][c:16]3[cH:17][cH:18][c:19]([NH:22][C:27](=[O:33])[N:36]([CH3:35])[c:37]4[cH:38][cH:39][cH:40][cH:41][cH:42]4)[cH:20][cH:21]3)[cH:7][cH:8][n:9][c:10]2[cH:11][c:12]1[O:13][CH3:14].